From a dataset of the Open Reaction Database (ORD), a public repository of structured organic reaction records. describe an organic reaction: reactants, conditions, products, and yield Starting materials: CC1=C(C(=C2C(=N1)SC1=C2CCCC1)C1=C(C=CC=C1)F)CC(=O)OC (methyl [2-methyl-4-(2-fluorophenyl)-5,6,7,8-tetrahydro[1]benzothieno[2,3-b]pyridin-3-yl]acetate), [Li+].C[Si](C)(C)[N-][Si](C)(C)C (LHMDS), C1CCOC1 (THF), ICCC (1-iodopropane). Solvent: CN(C)C=O (DMF). The product is CC1=C(C(=C2C(=N1)SC1=C2CCCC1)C1=C(C=CC=C1)F)C(C(=O)OC)CCC (Methyl 2-[2-methyl-4-(2-fluorophenyl)-5,6,7,8-tetrahydro[1]benzothieno[2,3-b]pyridin-3-yl]pentanoate). The yield is 75.2%. As a reaction SMILES: [CH3:1][C:2]1[N:7]=[C:6]2[S:8][C:9]3[CH2:14][CH2:13][CH2:12][CH2:11][C:10]=3[C:5]2=[C:4]([C:15]2[CH:20]=[CH:19][CH:18]=[CH:17][C:16]=2[F:21])[C:3]=1[CH2:22][C:23]([O:25][CH3:26])=[O:24].[Li+].C[Si]([N-][Si](C)(C)C)(C)C.[CH2:37]1[CH2:41]OC[CH2:38]1.ICCC>CN(C=O)C>[CH3:1][C:2]1[N:7]=[C:6]2[S:8][C:9]3[CH2:14][CH2:13][CH2:12][CH2:11][C:10]=3[C:5]2=[C:4]([C:15]2[CH:20]=[CH:19][CH:18]=[CH:17][C:16]=2[F:21])[C:3]=1[CH:22]([CH2:38][CH2:37][CH3:41])[C:23]([O:25][CH3:26])=[O:24] |f:1.2|. Reported procedure: This compound was prepared according to the procedure C from methyl [2-methyl-4-(2-fluorophenyl)-5,6,7,8-tetrahydro[1]benzothieno[2,3-b]pyridin-3-yl]acetate (0.320 g; 0.86 mmol), LHMDS 1N in THF (1.29 mL; 1.29 mmol), 1-iodopropane (0.168 mL; 1.72 mmol) in DMF (4.3 mL) for 18 h. Purification by flash chromatography on silica gel using a gradient of ethyl acetate (2-40%) in heptane furnished 0.266 g (75%) of the title compound as a yellow oil.